Task: describe an organic reaction: reactants, conditions, products, and yield. Dataset: the Open Reaction Database (ORD), a public repository of structured organic reaction records Starting materials: COc1ccc(-c2cccnc2)cc1CN(C(=O)c1sc2cccc(F)c2c1Cl)C1CCC(NC(=O)OC(C)(C)C)CC1, ClCCl, O=C(O)C(F)(F)F. The product is COc1ccc(-c2cccnc2)cc1CN(C(=O)c1sc2cccc(F)c2c1Cl)C1CCC(N)CC1. Reaction SMILES: [C:1]([O:2][C:3](=[O:4])[NH:7][CH:8]1[CH2:9][CH2:10][CH:11]([N:14]([CH2:15][c:16]2[c:17]([O:28][CH3:29])[cH:18][cH:19][c:20](-[c:22]3[cH:23][n:24][cH:25][cH:26][cH:27]3)[cH:21]2)[C:30](=[O:31])[c:32]2[c:33]([Cl:42])[c:34]3[c:35]([s:36]2)[cH:37][cH:38][cH:39][c:40]3[F:41])[CH2:12][CH2:13]1)([CH3:5])([CH3:6])[CH3:43].[CH2:51]([Cl:52])[Cl:53].[OH:44][C:45]([C:46]([F:47])([F:48])[F:49])=[O:50]>>[NH2:7][CH:8]1[CH2:9][CH2:10][CH:11]([N:14]([CH2:15][c:16]2[c:17]([O:28][CH3:29])[cH:18][cH:19][c:20](-[c:22]3[cH:23][n:24][cH:25][cH:26][cH:27]3)[cH:21]2)[C:30](=[O:31])[c:32]2[c:33]([Cl:42])[c:34]3[c:35]([s:36]2)[cH:37][cH:38][cH:39][c:40]3[F:41])[CH2:12][CH2:13]1.